Task: describe an organic reaction: reactants, conditions, products, and yield. Dataset: the Open Reaction Database (ORD), a public repository of structured organic reaction records Reactants: BrC=1C=CC(=NC1)OC1=C(C=C(C=C1)N1C(N(CCC1)CC1=CC=2OCOC2C=C1)=O)C (3-[4-(5-bromopyridin-2-yloxy)-3-methylphenyl]-1-piperonyltetrahydropyrimidin-2-one), CC1(C2=C(C(=CC=C2)P(C3=CC=CC=C3)C4=CC=CC=C4)OC5=C(C=CC=C51)P(C6=CC=CC=C6)C7=CC=CC=C7)C (Xantphos), Br (hydrobromic acid), FC(C1=CC=C(C=C1)C(C)=O)(F)F (4′-(trifluoromethyl)acetophenone), C[Si](C)(C)[N-][Si](C)(C)C.[K+] (potassium bis(trimethylsilyl)amide). The reagents and catalysts are C=1C=CC(=CC1)/C=C/C(=O)/C=C/C2=CC=CC=C2.C=1C=CC(=CC1)/C=C/C(=O)/C=C/C2=CC=CC=C2.C=1C=CC(=CC1)/C=C/C(=O)/C=C/C2=CC=CC=C2.[Pd].[Pd] (Pd2(dba)3). Solvent: O (Water), C1(=CC=CC=C1)C (toluene). Conditions: time 5 minute. Yields the product Br.CC=1C=C(C=CC1OC1=NC=C(C=C1)CC(C1=CC=C(C=C1)C(F)(F)F)=O)N1C(N(CCC1)CC1=CC=2OCOC2C=C1)=O (3-(3-methyl-4-{5-[2-oxo-2-(4-trifluoromethylphenyl)ethyl]pyridin-2-yloxy}phenyl)-1-piperonyltetrahydropyrimidin-2-one hydrobromide). Isolated yield 33.2%. Reaction SMILES: [Br:1][C:2]1[CH:3]=[CH:4][C:5]([O:8][C:9]2[CH:14]=[CH:13][C:12]([N:15]3[CH2:20][CH2:19][CH2:18][N:17]([CH2:21][C:22]4[CH:30]=[CH:29][C:28]5[O:27][CH2:26][O:25][C:24]=5[CH:23]=4)[C:16]3=[O:31])=[CH:11][C:10]=2[CH3:32])=[N:6][CH:7]=1.CC1(C)C2C(=C(P(C3C=CC=CC=3)C3C=CC=CC=3)C=CC=2)OC2C(P(C3C=CC=CC=3)C3C=CC=CC=3)=CC=CC1=2.[F:75][C:76]([F:87])([F:86])[C:77]1[CH:82]=[CH:81][C:80]([C:83](=[O:85])[CH3:84])=[CH:79][CH:78]=1.C[Si]([N-][Si](C)(C)C)(C)C.[K+].Br>C1(C)C=CC=CC=1.C1C=CC(/C=C/C(/C=C/C2C=CC=CC=2)=O)=CC=1.C1C=CC(/C=C/C(/C=C/C2C=CC=CC=2)=O)=CC=1.C1C=CC(/C=C/C(/C=C/C2C=CC=CC=2)=O)=CC=1.[Pd].[Pd].O>[BrH:1].[CH3:32][C:10]1[CH:11]=[C:12]([N:15]2[CH2:20][CH2:19][CH2:18][N:17]([CH2:21][C:22]3[CH:30]=[CH:29][C:28]4[O:27][CH2:26][O:25][C:24]=4[CH:23]=3)[C:16]2=[O:31])[CH:13]=[CH:14][C:9]=1[O:8][C:5]1[CH:4]=[CH:3][C:2]([CH2:84][C:83](=[O:85])[C:80]2[CH:79]=[CH:78][C:77]([C:76]([F:75])([F:86])[F:87])=[CH:82][CH:81]=2)=[CH:7][N:6]=1 |f:3.4,7.8.9.10.11,13.14|. Reported procedure: To a solution of 3-[4-(5-bromopyridin-2-yloxy)-3-methylphenyl]-1-piperonyltetrahydropyrimidin-2-one (0.11 g, 0.22 mmol) in toluene (10 mL) were added Pd2(dba)3 (10 mg, 0.01 mmol) and Xantphos (15 mg, 0.03 mmol) under a nitrogen atmosphere. The resulting solution was stirred for 5 minutes, and then 4′-(trifluoromethyl)acetophenone (63 mg, 0.33 mmol) and potassium bis(trimethylsilyl)amide (66 mg, 0.33 mmol) were added to the reaction % solution. The resulting solution was stirred at 70 to 80° C. f... Reactants: C1(CCCC1)NC1=NC(=NC(=C1C)C)NCC1=NC=CC=C1 (N4-cyclopentyl-5,6-dimethyl-N2-(pyridin-2-ylmethyl)pyrimidine-2,4-diamine), CN1CCC(CC1)N (1-methylpiperidin-4-amine). The product is CC=1C(=NC(=NC1C)NCC1=NC=CC=C1)NC1CCN(CC1)C (5,6-dimethyl-N4-(1-methylpiperidin-4-yl)-N2-(pyridin-2-ylmethyl)pyrimidine-2,4-diamine). RXN SMILES: [CH:1]1([NH:6][C:7]2[C:12]([CH3:13])=[C:11]([CH3:14])[N:10]=[C:9]([NH:15][CH2:16][C:17]3[CH:22]=[CH:21][CH:20]=[CH:19][N:18]=3)[N:8]=2)[CH2:5][CH2:4][CH2:3][CH2:2]1.[CH3:23][N:24]1CCC(N)CC1>>[CH3:13][C:12]1[C:7]([NH:6][CH:1]2[CH2:2][CH2:3][N:24]([CH3:23])[CH2:4][CH2:5]2)=[N:8][C:9]([NH:15][CH2:16][C:17]2[CH:22]=[CH:21][CH:20]=[CH:19][N:18]=2)=[N:10][C:11]=1[CH3:14]. Procedure: The titled compound was synthesized according to the procedure described for preparation of N4-cyclopentyl-5,6-dimethyl-N2-(pyridin-2-ylmethyl)pyrimidine-2,4-diamine (Example 29) using 1-methylpiperidin-4-amine instead of cyclopentanamine. The crude material was purified by column chromatography eluting with mixture of chloroform/ethanol/20% water solution of ammonia (200:10:1), and then the final product was washed with diethyl ether to afford the titled compound as a light-grey solid. 1H NMR (... Reactants: O=C([O-])[O-], C[Si](C)(C)C#Cc1ccc(C2(NCc3ccccc3)CC2)cc1, CO, [K+], [K+]. The product is C#Cc1ccc(C2(NCc3ccccc3)CC2)cc1. Reaction SMILES: [C:24](=[O:25])([O-:26])[O-:27].[CH2:1]([c:2]1[cH:3][cH:4][cH:5][cH:6][cH:7]1)[NH:8][C:9]1([c:12]2[cH:13][cH:14][c:15]([C:18]#[C:19][Si:20]([CH3:21])([CH3:22])[CH3:23])[cH:16][cH:17]2)[CH2:10][CH2:11]1.[CH3:30][OH:31].[K+:28].[K+:29]>>[CH2:1]([c:2]1[cH:3][cH:4][cH:5][cH:6][cH:7]1)[NH:8][C:9]1([c:12]2[cH:13][cH:14][c:15]([C:18]#[CH:19])[cH:16][cH:17]2)[CH2:10][CH2:11]1. Reactants: N([C@@H](CC1=CC(=C(C=C1)O)C(C)(C)C)C(=O)N)C(=O)OCC1=CC=CC=C1 (Z-Tyr(3-tBu)-NH2), [H][H] (hydrogen). The reagents and catalysts are [C].[Pd] (palladium carbon). Procedure details: To a solution of 9.89 g (26.7 mmol) of Z-Tyr(3-tBu)-NH2 in 350 ml of methanol, 3.5 g of 10% palladium carbon was added and the mixture was stirred in a hydrogen atmosphere at room temperature for 10 hours. After filtering, the filtrate was concentrated under reduced pressure and the resulting residue was subjected to silica gel column chromatography (eluting solvent; methylene chloride:methanol=20:1) to yield Tyr(3-tBu)-NH2 in the amount of 5.11 g (81%). NMR(method g,CDCl3): δ 1.40(9H,s), 2.64(1... The solvent is CO (methanol). Yields the product N[C@@H](CC1=CC(=C(C=C1)O)C(C)(C)C)C(=O)N (Tyr(3-tBu)-NH2). RXN SMILES: [NH:1](C(OCC1C=CC=CC=1)=O)[C@H:2]([C:15]([NH2:17])=[O:16])[CH2:3][C:4]1[CH:9]=[CH:8][C:7]([OH:10])=[C:6]([C:11]([CH3:14])([CH3:13])[CH3:12])[CH:5]=1.[H][H]>CO.[C].[Pd]>[NH2:1][C@H:2]([C:15]([NH2:17])=[O:16])[CH2:3][C:4]1[CH:9]=[CH:8][C:7]([OH:10])=[C:6]([C:11]([CH3:14])([CH3:12])[CH3:13])[CH:5]=1 |f:3.4|.